This data is from the Open Reaction Database (ORD), a public repository of structured organic reaction records. The task is: describe an organic reaction: reactants, conditions, products, and yield The solvent is C(C)C1=C(C=CC=C1)CC (diethylbenzene). The product is OC1=CC=CN2C1=NC1=C(C2=O)CCC1 (2,3-Dihydro-5-hydroxycyclopenta[d]pyrido[1,2-a]pyrimidin-10(1H)-one). Isolated yield 55.4%. Reactants: NC1=NC=CC=C1O (2-amino-3-pyridinol), CCOC(=O)C1CCCC1=O (ethyl cyclopentanone-2-carboxylate). Run at time 1 hour. Reported procedure: A solution of 22.0 g of 2-amino-3-pyridinol, 62.4 g of ethyl cyclopentanone-2-carboxylate, and 200 ml of diethylbenzene is stirred and heated by means of oil bath maintained at ca. 150° for 1 hour, then gradually raised to 195°, and kept at 195° for 1 hour. Some tarry products are formed; hence the diethylbenzene solution is decanted from the tar and the diethylbenzene solution concentrated in vacuo. The residue, 29.8 g is recrystallized from 1400 ml of Skellysolve E to give 22.4 g of product, m... Reaction SMILES: [NH2:1][C:2]1[C:7]([OH:8])=[CH:6][CH:5]=[CH:4][N:3]=1.CC[O:11][C:12]([CH:14]1[C:18](=O)[CH2:17][CH2:16][CH2:15]1)=O>C(C1C=CC=CC=1CC)C>[OH:8][C:7]1[C:2]2=[N:1][C:15]3[CH2:16][CH2:17][CH2:18][C:14]=3[C:12](=[O:11])[N:3]2[CH:4]=[CH:5][CH:6]=1. The reactants are COc1ccc(B(O)O)c(OC)c1, CCc1nc(-c2ccc(Cl)cc2Cl)c(CC)nc1NC1c2ccccc2CC1O. Yields the product CCc1nc(-c2ccc(OC)cc2OC)c(CC)nc1NC1c2ccccc2CC1O. Reaction SMILES: [CH3:30][O:31][c:32]1[c:33]([B:40]([OH:41])[OH:42])[cH:34][cH:35][c:36]([O:38][CH3:39])[cH:37]1.[Cl:1][c:2]1[cH:3][c:4]([Cl:5])[cH:6][cH:7][c:8]1-[c:9]1[n:10][c:11]([CH2:28][CH3:29])[c:12]([NH:17][CH:18]2[CH:19]([OH:27])[CH2:20][c:21]3[cH:22][cH:23][cH:24][cH:25][c:26]32)[n:13][c:14]1[CH2:15][CH3:16]>>[c:9]1(-[c:33]2[c:32]([O:31][CH3:30])[cH:37][c:36]([O:38][CH3:39])[cH:35][cH:34]2)[n:10][c:11]([CH2:28][CH3:29])[c:12]([NH:17][CH:18]2[CH:19]([OH:27])[CH2:20][c:21]3[cH:22][cH:23][cH:24][cH:25][c:26]32)[n:13][c:14]1[CH2:15][CH3:16]. The reactants are O (water), FC1=C(C=CC(=C1)N)N1N=CC(=C1)C1=NC=CC=C1 (2-[1-(2-fluoro-4-aminophenyl)-1H-pyrazol-4-yl]pyridine), C(=O)([O-])[O-].[K+].[K+] (K2CO3), C1=CC=C(C=C1)COC(=O)Cl (Cbz-Cl), resultant mixture. Solvent: ClCCl (dichloromethane). The product is C(C1=CC=CC=C1)OC(=O)NC1=CC(=C(C=C1)N1N=CC(=C1)C1=NC=CC=C1)F (N-benzyloxycarbonyl-3-fluoro-4-(4-(pyridin-2-yl)-1H-pyrazol-1-yl)aniline). Isolated yield 95.1%. RXN SMILES: [F:1][C:2]1[CH:7]=[C:6]([NH2:8])[CH:5]=[CH:4][C:3]=1[N:9]1[CH:13]=[C:12]([C:14]2[CH:19]=[CH:18][CH:17]=[CH:16][N:15]=2)[CH:11]=[N:10]1.C([O-])([O-])=O.[K+].[K+].[CH:26]1[CH:31]=[CH:30][C:29]([CH2:32][O:33][C:34](Cl)=[O:35])=[CH:28][CH:27]=1.O>ClCCl>[CH2:32]([O:33][C:34]([NH:8][C:6]1[CH:5]=[CH:4][C:3]([N:9]2[CH:13]=[C:12]([C:14]3[CH:19]=[CH:18][CH:17]=[CH:16][N:15]=3)[CH:11]=[N:10]2)=[C:2]([F:1])[CH:7]=1)=[O:35])[C:29]1[CH:30]=[CH:31][CH:26]=[CH:27][CH:28]=1 |f:1.2.3|. Reported procedure: 200 mg of 2-(1-(2-fluoro-4-aminophenyl)-1H-pyrazol-4-yl)pyridine (25f) was dissolved in 5 mL dichloromethane, with addition of 194.3 mg K2CO3. Then, 990 μL Cbz-Cl was slowly dropped into the resultant mixture maintained in an ice bath. After completion of the addition, the ice bath was removed. The reaction mixture was warmed naturally to room temperature and reacted for 2 hours. TLC monitoring was performed to determine the completion of the reaction, after which water was added into the reacti... Reactants: [Si](C)(C)(C(C)(C)C)O[C@@H]1C=2C(=C(C(=NC2CC2(C1)CCC2)C(C)C)C=O)I ((S)-5′-(tert-butyldimethylsilyloxy)-4′-iodo-2′-isopropyl-6′,8′-dihydro-5′H-spiro[cyclobutane-1,7′-quinoline]-3′-carbaldehyde), BrC1=NC=C(C=C1)C(F)(F)F (2-bromo-5-(trifluoromethyl)pyridine). The product is [Si](C)(C)(C(C)(C)C)O[C@@H]1C=2C(=C(C(=NC2CC2(C1)CCC2)C(C)C)[C@@H](O)C2=NC=C(C=C2)C(F)(F)F)I ((R)—((S)-5′-(tert-butyldimethylsilyloxy)-4′-iodo-2′-isopropyl-6′,8′-dihydro-5′H-spiro[cyclobutane-1,7′-quinoline]-3′-yl)(5-(trifluoromethyl)pyridin-2-yl)methanol). RXN SMILES: [Si:1]([O:8][C@H:9]1[CH2:18][C:17]2([CH2:21][CH2:20][CH2:19]2)[CH2:16][C:15]2[N:14]=[C:13]([CH:22]([CH3:24])[CH3:23])[C:12]([CH:25]=[O:26])=[C:11]([I:27])[C:10]1=2)([C:4]([CH3:7])([CH3:6])[CH3:5])([CH3:3])[CH3:2].Br[C:29]1[CH:34]=[CH:33][C:32]([C:35]([F:38])([F:37])[F:36])=[CH:31][N:30]=1>>[Si:1]([O:8][C@H:9]1[CH2:18][C:17]2([CH2:21][CH2:20][CH2:19]2)[CH2:16][C:15]2[N:14]=[C:13]([CH:22]([CH3:23])[CH3:24])[C:12]([C@H:25]([C:29]3[CH:34]=[CH:33][C:32]([C:35]([F:38])([F:37])[F:36])=[CH:31][N:30]=3)[OH:26])=[C:11]([I:27])[C:10]1=2)([C:4]([CH3:5])([CH3:6])[CH3:7])([CH3:3])[CH3:2]. Reported procedure: Obtained by starting from (S)-5′-(tert-butyldimethylsilyloxy)-4′-iodo-2′-isopropyl-6′,8′-dihydro-5′H-spiro[cyclobutane-1,7′-quinoline]-3′-carbaldehyde and 2-bromo-5-(trifluoromethyl)pyridine. The reactants are CCC(OC)OC, CCOC(C)=O, ClCCl, [Na+], [Na+], O=C([O-])O, [OH-], Oc1ccc(-c2ccccc2)cc1, Cc1ccccc1S(=O)(=O)O. Product: COCOc1ccc(-c2ccccc2)cc1. RXN SMILES: [CH3:25][O:26][CH:27]([O:28][CH3:29])[CH2:30][CH3:31].[CH3:39][CH2:40][O:41][C:42]([CH3:43])=[O:44].[Cl:45][CH2:46][Cl:47].[Na+:36].[Na+:38].[O-:32][C:33]([OH:34])=[O:35].[OH-:37].[OH:1][c:2]1[cH:3][cH:4][c:5](-[c:8]2[cH:9][cH:10][cH:11][cH:12][cH:13]2)[cH:6][cH:7]1.[c:14]1([CH3:15])[c:16]([S:17]([OH:18])(=[O:19])=[O:20])[cH:21][cH:22][cH:23][cH:24]1>>[O:1]([c:2]1[cH:3][cH:4][c:5](-[c:8]2[cH:9][cH:10][cH:11][cH:12][cH:13]2)[cH:6][cH:7]1)[CH2:27][O:26][CH3:25]. Run at temperature 140 celsius, time 5 hour. The reactants are [Si](C)(C)(C(C)(C)C)OC[C@]1(CC(=NCCS1)SC)C ((7R)-7-({[t-Butyl(dimethyl)silyl]oxy}methyl)-7-methyl-5-(methylthio)-2,3,6,7-tetrahydro-1,4-thiazepine), C(#N)C=1C=CC(=NC1)C1=CC=C(C=C1)C1(CC1)C(=O)NN (1-[4-(5-Cyanopyridin-2-yl)phenyl]cyclopropanecarbohydrazide). As a reaction SMILES: [Si:1]([O:8][CH2:9][C@:10]1([CH3:19])[S:16][CH2:15][CH2:14][N:13]=[C:12](SC)[CH2:11]1)([C:4]([CH3:7])([CH3:6])[CH3:5])([CH3:3])[CH3:2].[C:20]([C:22]1[CH:23]=[CH:24][C:25]([C:28]2[CH:33]=[CH:32][C:31]([C:34]3([C:37]([NH:39][NH2:40])=O)[CH2:36][CH2:35]3)=[CH:30][CH:29]=2)=[N:26][CH:27]=1)#[N:21]>C(O)CCC>[Si:1]([O:8][CH2:9][C@:10]1([CH3:19])[S:16][CH2:15][CH2:14][N:13]2[C:37]([C:34]3([C:31]4[CH:32]=[CH:33][C:28]([C:25]5[CH:24]=[CH:23][C:22]([C:20]#[N:21])=[CH:27][N:26]=5)=[CH:29][CH:30]=4)[CH2:36][CH2:35]3)=[N:39][N:40]=[C:12]2[CH2:11]1)([C:4]([CH3:7])([CH3:6])[CH3:5])([CH3:3])[CH3:2]. Procedure: The compound (418 mg, 1.31 mmol) obtained in Example 4-1) and the compound (364 mg, 1.31 mmol) obtained in Example 60-3) were dissolved in 1-butanol (5 mL), and the mixture was stirred at 140° C. for 5 h under a nitrogen atmosphere. The reaction mixture was cooled to room temperature, then the solvent was distilled off, and the obtained residue was purified by silica gel column chromatography (elution solvent: methanol/ethyl acetate=0% to 20%) to obtain the title compound (375 mg, 54%) in a whit... The product is [Si](C)(C)(C(C)(C)C)OC[C@]1(CC=2N(CCS1)C(=NN2)C2(CC2)C2=CC=C(C=C2)C2=NC=C(C#N)C=C2)C (6-(4-{1-[(8R)-8-({[t-Butyl(dimethyl)silyl]oxy}methyl)-8-methyl-5,6,8,9-tetrahydro[1,2,4]triazolo[4,3-d][1,4]thiazepin-3-yl]cyclopropyl}phenyl)nicotinonitrile). Solvent: C(CCC)O (1-butanol). Yield: 53.8%. Starting materials: C(C)(C)(C)OC(=O)N1CCC(CC1)C1=NC(=C(C=C1N)Cl)Br (3-amino-5-chloro-6-bromo-3′,4′,5′,6′-tetrahydro-2′H-[2,4]bipyridinyl-1′-carboxylic acid tert-butyl ester), C([O-])([O-])=O.[K+].[K+] (potassium carbonate), BrN1C(CCC1=O)=O (N-bromosuccinimide), C1(CC1)B(O)O (cyclopropyl boronic acid). Reagents/catalysts: C=1C=CC(=CC1)[P](C=2C=CC=CC2)(C=3C=CC=CC3)[Pd]([P](C=4C=CC=CC4)(C=5C=CC=CC5)C=6C=CC=CC6)([P](C=7C=CC=CC7)(C=8C=CC=CC8)C=9C=CC=CC9)[P](C=1C=CC=CC1)(C=1C=CC=CC1)C=1C=CC=CC1 (tetrakis(triphenylphosphine)palladium). The solvent is COCCOC (1,2-dimethoxyethane), C(C)(=O)OCC (ethyl acetate), O (water). The product is C(C)(C)(C)OC(=O)N1CCC(CC1)C1=NC(=C(C=C1N)Cl)C1CC1 (3-amino-5-chloro-6-cyclopropyl-3′,4′,5′,6′-tetrahydro-2′H-[2,4]bipyridinyl-1′-carboxylic acid tert-butyl ester). RXN SMILES: [C:1]([O:5][C:6]([N:8]1[CH2:13][CH2:12][CH:11]([C:14]2[C:19]([NH2:20])=[CH:18][C:17]([Cl:21])=[C:16](Br)[N:15]=2)[CH2:10][CH2:9]1)=[O:7])([CH3:4])([CH3:3])[CH3:2].BrN1[C:28](=O)[CH2:27][CH2:26]C1=O.C1(B(O)O)CC1.C(=O)([O-])[O-].[K+].[K+]>COCCOC.O.C(OCC)(=O)C.C1C=CC([P]([Pd]([P](C2C=CC=CC=2)(C2C=CC=CC=2)C2C=CC=CC=2)([P](C2C=CC=CC=2)(C2C=CC=CC=2)C2C=CC=CC=2)[P](C2C=CC=CC=2)(C2C=CC=CC=2)C2C=CC=CC=2)(C2C=CC=CC=2)C2C=CC=CC=2)=CC=1>[C:1]([O:5][C:6]([N:8]1[CH2:13][CH2:12][CH:11]([C:14]2[C:19]([NH2:20])=[CH:18][C:17]([Cl:21])=[C:16]([CH:26]3[CH2:27][CH2:28]3)[N:15]=2)[CH2:10][CH2:9]1)=[O:7])([CH3:4])([CH3:3])[CH3:2] |f:3.4.5,^1:59,61,80,99|. Procedure details: A solution of 3-amino-5-chloro-6-bromo-3′,4′,5′,6′-tetrahydro-2′H-[2,4]bipyridinyl-1′-carboxylic acid tert-butyl ester (0.59 g, prepared following procedures described in Example 5 with N-bromosuccinimide instead of N-chlorosuccinimide in Step C), cyclopropyl boronic acid (0.086 g), tetrakis(triphenylphosphine)palladium (0.094 g), potassium carbonate (0.14 g) in 1,2-dimethoxyethane (5 ml) and water (0.2 ml) was irradiated in a microwave at 150° C. for 20 minutes. The reaction mixture was cooled ... The reactants are keto-enol, N1=C(C=CC=C1)C=O (2-pyridinecarboxaldehyde), CC1=CC=CC(=N1)CO ((6-methylpyridine-2-yl)methanol), OC(C(=O)C1=NC(=CC=C1)C)C1=NC(=CC=C1)C (2-hydroxy-1,2-bis(6-methyl-2-pyridyl)-1-ethanone), OC(C(=O)C1=NC(=CC=C1)C)C1=NC=CC=C1 (2-hydroxy-1-(6-methyl-2-pyridyl)-2-(2-pyridyl)-1-ethanone). Product: CC1=CC=CC(=N1)C(C(=O)C1=NC(=CC=C1)C)=O (1,2-bis(6-methylpyridine-2-yl)ethane-1,2-dione), N1=C(C=CC=C1)C(C(=O)C1=NC(=CC=C1)C)=O (1-(pyridine-2-yl)-2-(6-methylpyridine-2-yl)ethane-1,2-dione). RXN SMILES: N1C=CC=CC=1C=O.CC1N=C(CO)C=CC=1.[OH:18][CH:19]([C:29]1[CH:34]=[CH:33][CH:32]=[C:31]([CH3:35])[N:30]=1)[C:20]([C:22]1[CH:27]=[CH:26][CH:25]=[C:24]([CH3:28])[N:23]=1)=[O:21].[OH:36][CH:37]([C:47]1[CH:52]=[CH:51][CH:50]=[CH:49][N:48]=1)[C:38]([C:40]1[CH:45]=[CH:44][CH:43]=[C:42]([CH3:46])[N:41]=1)=[O:39]>>[CH3:35][C:31]1[N:30]=[C:29]([C:19](=[O:18])[C:20]([C:22]2[CH:27]=[CH:26][CH:25]=[C:24]([CH3:28])[N:23]=2)=[O:21])[CH:34]=[CH:33][CH:32]=1.[N:48]1[CH:49]=[CH:50][CH:51]=[CH:52][C:47]=1[C:37](=[O:36])[C:38]([C:40]1[CH:45]=[CH:44][CH:43]=[C:42]([CH3:46])[N:41]=1)=[O:39]. Reported procedure: In addition, in the reaction between 2-pyridinecarboxaldehyde with (6-methylpyridine-2-yl)methanol shown below as reaction 5, the main products obtained are keto-enol compounds: 2-hydroxy-1,2-bis(6-methyl-2-pyridyl)-1-ethanone and 2-hydroxy-1-(6-methyl-2-pyridyl)-2-(2-pyridyl)-1-ethanone. Subsequent treatment with solvent produces 1,2-bis(6-methylpyridine-2-yl)ethane-1,2-dione and 1-(pyridine-2-yl)-2-(6-methylpyridine-2-yl)ethane-1,2-dione and in a much lesser quantity 1,2-bis(6-methylpyridine-2... Reactants: O (water), COC=1C=C(C=CC1OC)C(CCCOS(=O)(=O)C)N1C(C2=CC=CC(=C2C1)N1CCN(CC1)CC)=O (Methanesulfonic acid 4-(3,4-dimethoxy-phenyl)-4-[4-(4-ethyl-piperazin-1-yl)-1-oxo-1,3-dihydro-isoindol-2-yl]-butyl ester), solution, CC(C)(C)[O-].[Na+] (NaOtBu). Run in COCCOC (DME), C1CCOC1 (THF). Reaction conditions: temperature 60 celsius, time 1 hour. Product: COC=1C=C(C=CC1OC)[C@H]1CCC[C@H]2N1C(C1=CC=CC(=C21)N2CCN(CC2)CC)=O ((R,R)-4-(3,4-Dimethoxy-phenyl)-10-(4-ethyl-piperazin-1-yl)-1,3,4,10b-tetrahydro-2H-pyrido[2,1-a]isoindol-6-one). As a reaction SMILES: [CH3:1][O:2][C:3]1[CH:4]=[C:5]([CH:11]([N:20]2[CH2:28][C:27]3[C:22](=[CH:23][CH:24]=[CH:25][C:26]=3[N:29]3[CH2:34][CH2:33][N:32]([CH2:35][CH3:36])[CH2:31][CH2:30]3)[C:21]2=[O:37])[CH2:12][CH2:13][CH2:14]OS(C)(=O)=O)[CH:6]=[CH:7][C:8]=1[O:9][CH3:10].CC([O-])(C)C.[Na+].O>COCCOC.C1COCC1>[CH3:1][O:2][C:3]1[CH:4]=[C:5]([C@@H:11]2[N:20]3[C:21](=[O:37])[C:22]4[C:27]([C@H:28]3[CH2:14][CH2:13][CH2:12]2)=[C:26]([N:29]2[CH2:30][CH2:31][N:32]([CH2:35][CH3:36])[CH2:33][CH2:34]2)[CH:25]=[CH:24][CH:23]=4)[CH:6]=[CH:7][C:8]=1[O:9][CH3:10] |f:1.2|. Procedure: Methanesulfonic acid 4-(3,4-dimethoxy-phenyl)-4-[4-(4-ethyl-piperazin-1-yl)-1-oxo-1,3-dihydro-isoindol-2-yl]-butyl ester (112 mg, 0.211 mmol) was dissolved in DME (0.80 mL), and a 4 M solution of NaOtBu in THF (0.5 mL) was added. The resulting mixture was stirred at 60° C. for 1 hour and then allowed to cool to room temperature. The resulting mixture was then poured into water (10 mL) and extracted with EtOAc (2 times, 15 mL). The organic layers were combined, washed with brine (10 mL), dried ov...